Dataset: the Open Reaction Database (ORD), a public repository of structured organic reaction records. Task: describe an organic reaction: reactants, conditions, products, and yield The reactants are C1(=CC=CC=C1)N1N=C(C=C1)N (1-phenyl-1H-pyrazol-3-ylamine), CC(CCC(C)=O)=O (2,5-hexanedione). The solvent is C(C)(=O)O (acetic acid). Reaction conditions: time 3 hour. Yields the product CC=1N(C(=CC1)C)C1=NN(C=C1)C1=CC=CC=C1 (3-(2,5-Dimethylpyrrol-1-yl)-1-phenyl-1H-pyrazole). RXN SMILES: [C:1]1([N:7]2[CH:11]=[CH:10][C:9]([NH2:12])=[N:8]2)[CH:6]=[CH:5][CH:4]=[CH:3][CH:2]=1.[CH3:13][C:14](=O)[CH2:15][CH2:16][C:17](=O)[CH3:18]>C(O)(=O)C>[CH3:18][C:17]1[N:12]([C:9]2[CH:10]=[CH:11][N:7]([C:1]3[CH:2]=[CH:3][CH:4]=[CH:5][CH:6]=3)[N:8]=2)[C:14]([CH3:13])=[CH:15][CH:16]=1. Procedure: To a solution of 1-phenyl-1H-pyrazol-3-ylamine (32.7 g) in acetic acid (330 ml) was added 2,5-hexanedione (25 ml), and the mixture was stirred for 3 hours at reflux. This reaction solution was cooled to room temperature, and then acetic acid was concentrated under reduced pressure, and then toluene (100 ml) was added thereto, and the mixture was further concentrated. The resulting residue was purified by silica gel column chromatography (eluent: n-hexane/ethyl acetate 100/1 to 20/1) to give the ... Reactants: Cl.COC(=O)C1SCCN1 ((±)-Thiazolidine-2-carboxylic acid methyl ester hydro-chloride), ClC=1C=C2C=C(NC2=CC1)C(=O)NCC(=O)O ([(5-chloro-1H-indole-2-carbonyl)-amino]-acetic acid). Run in ClCCl.CN(C=O)C (dichloromethane dimethylformamide). The product is COC(=O)C1SCCN1C(CNC(=O)C=1NC2=CC=C(C=C2C1)Cl)=O ((±)-3-{[(5-Chloro-1H-indole-2-carbonyl)-amino]-acetyl}-thiazolidine-2-carboxylic acid Methyl Ester). Isolated yield 79.0%. RXN SMILES: Cl.[CH3:2][O:3][C:4]([CH:6]1[NH:10][CH2:9][CH2:8][S:7]1)=[O:5].[Cl:11][C:12]1[CH:13]=[C:14]2[C:18](=[CH:19][CH:20]=1)[NH:17][C:16]([C:21]([NH:23][CH2:24][C:25](O)=[O:26])=[O:22])=[CH:15]2>ClCCl.CN(C)C=O>[CH3:2][O:3][C:4]([CH:6]1[N:10]([C:25](=[O:26])[CH2:24][NH:23][C:21]([C:16]2[NH:17][C:18]3[C:14]([CH:15]=2)=[CH:13][C:12]([Cl:11])=[CH:20][CH:19]=3)=[O:22])[CH2:9][CH2:8][S:7]1)=[O:5] |f:0.1,3.4|. Procedure: (±)-Thiazolidine-2-carboxylic acid methyl ester hydro-chloride (1.02 mmol) and [(5-chloro-1H-indole-2-carbonyl)-amino]-acetic acid (1.02 mmol) were coupled according to Procedure A (1:1 dichloromethane-dimethylformamide solvent) and the crude product triturated with 1:1 ether-hexanes giving a light yellow solid. Yield 79%; HPLC (60/40) 4.47 minutes (95%); TSPMS 382/384 (MH+, 100%). Starting materials: BrC=1C=C2C(N(C(NC2=CC1)=O)C)C1=CC=CC=C1 (6-Bromo-3-methyl-4-phenyl-3,4-dihydro-1H-quinazolin-2-one), NaCO3, CC1=NOC(=C1B(O)O)C (3,5-dimethylisoxazole-4-boronic acid). The reagents and catalysts are C1=CC=C(C=C1)P([C-]2C=CC=C2)C3=CC=CC=C3.C1=CC=C(C=C1)P([C-]2C=CC=C2)C3=CC=CC=C3.Cl[Pd]Cl.[Fe+2] (Pd(dppf)Cl2). Run in O1CCOCC1 (dioxane), O1CCOCC1 (dioxane). The product is CC1=NOC(=C1C=1C=C2C(N(C(NC2=CC1)=O)C)C1=CC=CC=C1)C (6-(3,5-Dimethyl-isoxazol-4-yl)-3-methyl-4-phenyl-3,4-dihydro-1H-quinazolin-2-one). As a reaction SMILES: Br[C:2]1[CH:3]=[C:4]2[C:9](=[CH:10][CH:11]=1)[NH:8][C:7](=[O:12])[N:6]([CH3:13])[CH:5]2[C:14]1[CH:19]=[CH:18][CH:17]=[CH:16][CH:15]=1.[CH3:20][C:21]1[C:25](B(O)O)=[C:24]([CH3:29])[O:23][N:22]=1>O1CCOCC1.C1C=CC(P(C2C=CC=CC=2)[C-]2C=CC=C2)=CC=1.C1C=CC(P(C2C=CC=CC=2)[C-]2C=CC=C2)=CC=1.Cl[Pd]Cl.[Fe+2]>[CH3:20][C:21]1[C:25]([C:2]2[CH:3]=[C:4]3[C:9](=[CH:10][CH:11]=2)[NH:8][C:7](=[O:12])[N:6]([CH3:13])[CH:5]3[C:14]2[CH:19]=[CH:18][CH:17]=[CH:16][CH:15]=2)=[C:24]([CH3:29])[O:23][N:22]=1 |f:3.4.5.6|. Reported procedure: A solution of 6-Bromo-3-methyl-4-phenyl-3,4-dihydro-1H-quinazolin-2-one (15 g, 50.44 mmol) in dioxane (200 mL) is added NaCO3 (5.03 g, 474 mmol) and 3,5-dimethylisoxazole-4-boronic acid (7.8 g, 55.498 mmol) and Pd(dppf)Cl2 (4.268 g, 5.044 mmol) then the mixture is refluxed at 100° C. overnight in dioxane (200 mL). The reaction is concentrated and was purified by chromatography on silica gel to give product. Reactants: CCCC(=O)Cl, Cl, CC1CC(=O)NN=C1c1ccc(O)cc1, c1ccncc1. The product is CCCC(=O)Oc1ccc(C2=NNC(=O)CC2C)cc1. As a reaction SMILES: [C:16]([CH2:17][CH2:18][CH3:19])(=[O:20])[Cl:21].[ClH:22].[OH:1][c:2]1[cH:3][cH:4][c:5]([C:8]2=[N:13][NH:12][C:11](=[O:14])[CH2:10][CH:9]2[CH3:15])[cH:6][cH:7]1.[cH:23]1[cH:24][cH:25][n:26][cH:27][cH:28]1>>[O:1]([c:2]1[cH:3][cH:4][c:5]([C:8]2=[N:13][NH:12][C:11](=[O:14])[CH2:10][CH:9]2[CH3:15])[cH:6][cH:7]1)[C:16]([CH2:17][CH2:18][CH3:19])=[O:20].